From a dataset of the Open Reaction Database (ORD), a public repository of structured organic reaction records. describe an organic reaction: reactants, conditions, products, and yield Reactants: C(C)OC1=CC=C(OC2CNC2)C=C1 (3-(4-ethoxy-phenoxy)-azetidine), C(C)(C)(C)OC(N[C@@H](C)C1=CC=C(C=C1)Br)=O ((S)-[1-(4-bromo-phenyl)-ethyl]-carbamic acid tert-butyl ester), CC(C)(C)[O-].[K+] (KOtBu), C(C)(C)(C)P(C1=C(C=CC=C1)C1=CC=CC=C1)C(C)(C)C (2-(di-tert-butylphosphino)biphenyl), tris-(dibenzylideneacetone) dipalladium(0). Run in O1CCOCC1 (1,4-dioxane), O (water), CO (MeOH). Run at temperature 120 celsius, time 2 hour. Yields the product C(C)OC1=CC=C(OC2CN(C2)C2=CC=C(C=C2)[C@H](C)N)C=C1 ((S)-1-{4-[3-(4-Ethoxy-phenoxy)-azetidin-1-yl]-phenyl}-ethylamine). Reaction SMILES: [CH2:1]([O:3][C:4]1[CH:14]=[CH:13][C:7]([O:8][CH:9]2[CH2:12][NH:11][CH2:10]2)=[CH:6][CH:5]=1)[CH3:2].C(OC(=O)[NH:21][C@H:22]([C:24]1[CH:29]=[CH:28][C:27](Br)=[CH:26][CH:25]=1)[CH3:23])(C)(C)C.CC([O-])(C)C.[K+].C(P(C(C)(C)C)C1C=CC=CC=1C1C=CC=CC=1)(C)(C)C>O1CCOCC1.O.CO>[CH2:1]([O:3][C:4]1[CH:14]=[CH:13][C:7]([O:8][CH:9]2[CH2:12][N:11]([C:27]3[CH:28]=[CH:29][C:24]([C@@H:22]([NH2:21])[CH3:23])=[CH:25][CH:26]=3)[CH2:10]2)=[CH:6][CH:5]=1)[CH3:2] |f:2.3|. Procedure: To 5.0 g (21.8 mmol) 3-(4-ethoxy-phenoxy)-azetidine and 6.5 g (21.8 mmol) (S)-[1-(4-bromo-phenyl)-ethyl]-carbamic acid tert-butyl ester (1.3) in 80 mL 1,4-dioxane under an argon atmosphere are added 8.6 g (87.1 mmol) KOtBu, 0.65 g (2.18 mmol) 2-(di-tert-butylphosphino)biphenyl and 1.0 g (1.09 mmol) tris-(dibenzylideneacetone)-dipalladium(0). The mixture is stirred for 2 h at 120° C. Subsequently 200 mL MeOH and 5 mL water are added and the mixture is filtered and concentrated in vacuo. The resid...